Dataset: the Open Reaction Database (ORD), a public repository of structured organic reaction records. Task: describe an organic reaction: reactants, conditions, products, and yield The product is C(C)(C)(C)OC(N(C1=C(C=CC=C1)C)OCC=1C(=NOC1C(C)C)C1=C(C=CC=C1Cl)Cl)=O (tert-Butyl -{[3-(2,6-dichlorophenyl)-5-isopropylisoxazol-4-yl]methoxy}-2-methylphenylcarbamate). Reported procedure: A solution of tert-butyl 4-hydroxy-2-methylphenylcarbamate (3.0 g, 13.4 mmol), triphenylphosphine (3.53 g, 13.4 mmol), and [3-(2,6-dichlorophenyl)-5-isopropylisoxazol-4-yl]methanol (3.85 g, 13.4 mmol) in dichloromethane (40 mL) at 0° C. was treated with a solution of diisopropylazidodicarboxylate (2.65 mL, 13.4 mmol) in dichloromethane (10 mL) dropwise. The reaction was allowed to stir at 0° C. for 30 minutes, then warmed to ambient temperature for 1 h after which time the solvent was removed in... Starting materials: OC1=CC(=C(C=C1)NC(OC(C)(C)C)=O)C (tert-butyl 4-hydroxy-2-methylphenylcarbamate), C1(=CC=CC=C1)P(C1=CC=CC=C1)C1=CC=CC=C1 (triphenylphosphine), ClC1=C(C(=CC=C1)Cl)C1=NOC(=C1CO)C(C)C ([3-(2,6-dichlorophenyl)-5-isopropylisoxazol-4-yl]methanol), diisopropylazidodicarboxylate. Run at temperature 0 celsius, time 30 minute. Run in ClCCl (dichloromethane), ClCCl (dichloromethane). As a reaction SMILES: O[C:2]1[CH:7]=[CH:6][C:5]([NH:8][C:9](=[O:15])[O:10][C:11]([CH3:14])([CH3:13])[CH3:12])=[C:4]([CH3:16])[CH:3]=1.C1(P(C2C=CC=CC=2)C2C=CC=CC=2)C=CC=CC=1.[Cl:36][C:37]1[CH:42]=[CH:41][CH:40]=[C:39]([Cl:43])[C:38]=1[C:44]1[C:48]([CH2:49][OH:50])=[C:47]([CH:51]([CH3:53])[CH3:52])[O:46][N:45]=1>ClCCl>[C:11]([O:10][C:9](=[O:15])[N:8]([O:50][CH2:49][C:48]1[C:44]([C:38]2[C:37]([Cl:36])=[CH:42][CH:41]=[CH:40][C:39]=2[Cl:43])=[N:45][O:46][C:47]=1[CH:51]([CH3:53])[CH3:52])[C:5]1[CH:6]=[CH:7][CH:2]=[CH:3][C:4]=1[CH3:16])([CH3:14])([CH3:13])[CH3:12]. Reactants: CO, O=C(N1CCc2ccc([N+](=O)[O-])cc2CC1)C(F)(F)F. Yields the product Nc1ccc2c(c1)CCN(C(=O)C(F)(F)F)CC2. Reaction SMILES: [CH3:21][OH:22].[F:1][C:2]([C:3](=[O:4])[N:5]1[CH2:6][CH2:7][c:8]2[c:9]([cH:12][c:13]([N+:16]([O-:17])=[O:18])[cH:14][cH:15]2)[CH2:10][CH2:11]1)([F:19])[F:20]>>[F:1][C:2]([C:3](=[O:4])[N:5]1[CH2:6][CH2:7][c:8]2[c:9]([cH:12][c:13]([NH2:16])[cH:14][cH:15]2)[CH2:10][CH2:11]1)([F:19])[F:20]. Reactants: [BH4-], CO, COc1c(C(=O)C2CCCCC2)oc2ccc(F)cc12, [Na+], C1CCOC1. Product: COc1c(C(O)C2CCCCC2)oc2ccc(F)cc12. As a reaction SMILES: [BH4-:21].[CH3:28][OH:29].[CH:1]1([C:7](=[O:8])[c:9]2[o:10][c:11]3[c:12]([c:13]2[O:14][CH3:15])[cH:16][c:17]([F:20])[cH:18][cH:19]3)[CH2:2][CH2:3][CH2:4][CH2:5][CH2:6]1.[Na+:22].[O:23]1[CH2:24][CH2:25][CH2:26][CH2:27]1>>[CH:1]1([CH:7]([OH:8])[c:9]2[o:10][c:11]3[c:12]([c:13]2[O:14][CH3:15])[cH:16][c:17]([F:20])[cH:18][cH:19]3)[CH2:2][CH2:3][CH2:4][CH2:5][CH2:6]1. Starting materials: OC1=NC(=CC(=N1)C(=O)OC)C(=O)OC (Dimethyl 2-hydroxypyrimidine-4,6-dicarboxylate). The reagents and catalysts are [Zn] (Zinc), [Zn] (zinc), [Zn] (zinc). Solvent: C(C)(=O)O (acetic acid), C(Cl)(Cl)Cl (chloroform). Run at time 30 minute. Product: O=C1NC(C=C(N1)C(=O)OC)C(=O)OC (dimethyl 2-oxo-1,2,3,6-tetrahydropyrimidine-4,6-dicarboxylate). RXN SMILES: [OH:1][C:2]1[N:7]=[C:6]([C:8]([O:10][CH3:11])=[O:9])[CH:5]=[C:4]([C:12]([O:14][CH3:15])=[O:13])[N:3]=1>C(O)(=O)C.C(Cl)(Cl)Cl.[Zn]>[O:1]=[C:2]1[NH:3][C:4]([C:12]([O:14][CH3:15])=[O:13])=[CH:5][CH:6]([C:8]([O:10][CH3:11])=[O:9])[NH:7]1. Procedure: Dimethyl 2-hydroxypyrimidine-4,6-dicarboxylate (1.0 g. 4.7 mmol) was dissolved in warm acetic acid (17M. 70 ml) and heated to 70°. Zinc dust (1.5 g. 22.9 mmol) was added to this stirred solution portionwise over a period of 1 h. Each addition of a zinc portion was accompanied by a purple colour change of the reaction mixture. This colour slowly dissipated, then further zinc was added in similar fashion until completion. The resulting mixture was stirred at 70° for 30 min. The reaction mixture wa... The reactants are CO, O=[N+]([O-])c1ccc2[nH]cc(CCCCN3CCN(c4ccc5c(c4)OCCO5)CC3)c2c1. Product: Nc1ccc2[nH]cc(CCCCN3CCN(c4ccc5c(c4)OCCO5)CC3)c2c1. RXN SMILES: [CH3:33][OH:34].[N+:1]([O-:2])(=[O:3])[c:4]1[cH:5][c:6]2[c:7]([CH2:13][CH2:14][CH2:15][CH2:16][N:17]3[CH2:18][CH2:19][N:20]([c:23]4[cH:24][c:25]5[c:26]([cH:31][cH:32]4)[O:27][CH2:28][CH2:29][O:30]5)[CH2:21][CH2:22]3)[cH:8][nH:9][c:10]2[cH:11][cH:12]1>>[NH2:1][c:4]1[cH:5][c:6]2[c:7]([CH2:13][CH2:14][CH2:15][CH2:16][N:17]3[CH2:18][CH2:19][N:20]([c:23]4[cH:24][c:25]5[c:26]([cH:31][cH:32]4)[O:27][CH2:28][CH2:29][O:30]5)[CH2:21][CH2:22]3)[cH:8][nH:9][c:10]2[cH:11][cH:12]1. The product is COc1cccc(OC)c1. The reactants are [Br-], CCCC[N+](CCCC)(CCCC)CCCC, COS(=O)(=O)OC, COc1cccc(C)c1, [Na+], [OH-], O, Oc1cccc(O)c1. RXN SMILES: [Br-:27].[CH2:28]([N+:29]([CH2:30][CH2:31][CH2:32][CH3:33])([CH2:34][CH2:35][CH2:36][CH3:37])[CH2:38][CH2:39][CH2:40][CH3:41])[CH2:42][CH2:43][CH3:44].[CH3:11][O:12][S:13](=[O:14])(=[O:15])[O:16][CH3:17].[CH3:18][c:19]1[cH:20][c:21]([O:25][CH3:26])[cH:22][cH:23][cH:24]1.[Na+:10].[OH-:9].[OH2:45].[OH:1][c:2]1[cH:3][c:4]([OH:5])[cH:6][cH:7][cH:8]1>>[O:16]([CH3:17])[c:19]1[cH:20][c:21]([O:25][CH3:26])[cH:22][cH:23][cH:24]1. The product is C1(CC1)C[C@H](C(C(=O)OCC1=CC=CC=C1)C(=O)OC(C)(C)C)C(=O)OCC1=CC=CC=C1 (2,3-dibenzyl 3-tert-butyl 1-cyclopropyl-2(R),3(R,S),3-propane-tricarboxylate). The solvent is COCCOC (1,2-dimethoxyethane), ClCCl (dichloromethane). The yield is 95.2%. Reaction conditions: time 30 minute. Procedure: A solution of 3.8 g of benzyl tert-butyl malonate in 50 ml of 1,2-dimethoxyethane was treated with 0.504 g of an 80% dispersion of sodium hydride in mineral oil. The mixture was stirred at room temperature for 30 minutes and then cooled to 0°. A solution of 5.37 g of benzyl 3-cyclopropyl-2(R)-trifluoromethylsulphonyloxypropionate in 20 ml of dichloromethane was added dropwise at 0°. The mixture was stirred at 0° for 2 hours and then left to warm to room temperature overnight. The solvent was eva... The reactants are C(CC(=O)OC(C)(C)C)(=O)OCC1=CC=CC=C1 (benzyl tert-butyl malonate), [H-].[Na+] (sodium hydride), C1(CC1)C[C@H](C(=O)OCC1=CC=CC=C1)OS(=O)(=O)C(F)(F)F (benzyl 3-cyclopropyl-2(R)-trifluoromethylsulphonyloxypropionate). Reaction SMILES: [C:1]([O:11][CH2:12][C:13]1[CH:18]=[CH:17][CH:16]=[CH:15][CH:14]=1)(=[O:10])[CH2:2][C:3]([O:5][C:6]([CH3:9])([CH3:8])[CH3:7])=[O:4].[H-].[Na+].[CH:21]1([CH2:24][C@@H:25](OS(C(F)(F)F)(=O)=O)[C:26]([O:28][CH2:29][C:30]2[CH:35]=[CH:34][CH:33]=[CH:32][CH:31]=2)=[O:27])[CH2:23][CH2:22]1>COCCOC.ClCCl>[CH:21]1([CH2:24][C@@H:25]([C:26]([O:28][CH2:29][C:30]2[CH:31]=[CH:32][CH:33]=[CH:34][CH:35]=2)=[O:27])[CH:2]([C:3]([O:5][C:6]([CH3:9])([CH3:8])[CH3:7])=[O:4])[C:1]([O:11][CH2:12][C:13]2[CH:14]=[CH:15][CH:16]=[CH:17][CH:18]=2)=[O:10])[CH2:22][CH2:23]1 |f:1.2|. The reactants are S1C(=CC=C1)C(=O)O (2-thiophenecarboxylic acid), C(C)(C)OC(C)C (diisopropyl ether), [N+](=O)(O)[O-].O([N+](=O)[O-])CCN (nitroxyethylamine nitrate). The product is O([N+](=O)[O-])CCNC(=O)C=1SC=CC1 (N-(2-Nitroxyethyl)-2-thiophenecarboxamide). The yield is 42.2%. As a reaction SMILES: [S:1]1[CH:5]=[CH:4][CH:3]=[C:2]1[C:6]([OH:8])=O.[N+]([O-])(O)=O.[O:13]([CH2:17][CH2:18][NH2:19])[N+:14]([O-:16])=[O:15].C(OC(C)C)(C)C>>[O:13]([CH2:17][CH2:18][NH:19][C:6]([C:2]1[S:1][CH:5]=[CH:4][CH:3]=1)=[O:8])[N+:14]([O-:16])=[O:15] |f:1.2|. Procedure details: Following a similar treatment to that in Example 33 and using 0.38 g of 2-thiophenecarboxylic acid and 0.50 g of nitroxyethylamine nitrate, 0.27 g of the title compound was obtained as colorless plates (solvent for recrystallization; diisopropyl ether). Reactants: CCO, COC(=O)c1c2cccc(Br)c2nn1C, [Na+], [OH-]. Yields the product Cn1nc2c(Br)cccc2c1C(=O)O. Reaction SMILES: [CH3:18][CH2:19][OH:20].[CH3:1][O:2][C:3](=[O:4])[c:5]1[n:6]([CH3:15])[n:7][c:8]2[c:9]([Br:14])[cH:10][cH:11][cH:12][c:13]12.[Na+:17].[OH-:16]>>[O:2]=[C:3]([OH:4])[c:5]1[n:6]([CH3:15])[n:7][c:8]2[c:9]([Br:14])[cH:10][cH:11][cH:12][c:13]12. Starting materials: CC(=O)OC(C)=O, C1CCOC1, O, OCc1cccc2c1CCc1ccccc1C2O, c1ccncc1. Product: CC(=O)OCc1cccc2c1CCc1ccccc1C2O. As a reaction SMILES: [CH3:25][C:26](=[O:27])[O:28][C:29](=[O:30])[CH3:31].[O:33]1[CH2:34][CH2:35][CH2:36][CH2:37]1.[OH2:32].[OH:1][CH2:2][c:3]1[cH:4][cH:5][cH:6][c:7]2[c:13]1[CH2:12][CH2:11][c:10]1[c:9]([cH:17][cH:16][cH:15][cH:14]1)[CH:8]2[OH:18].[cH:19]1[cH:20][cH:21][n:22][cH:23][cH:24]1>>[O:1]([CH2:2][c:3]1[cH:4][cH:5][cH:6][c:7]2[c:13]1[CH2:12][CH2:11][c:10]1[c:9]([cH:17][cH:16][cH:15][cH:14]1)[CH:8]2[OH:18])[C:26]([CH3:25])=[O:27].